From a dataset of the Open Reaction Database (ORD), a public repository of structured organic reaction records. describe an organic reaction: reactants, conditions, products, and yield RXN SMILES: [CH3:10][O:11][S:12]([O:13][CH3:14])(=[O:15])=[O:16].[NH2:1][c:2]1[n:3][nH:4][c:5]([NH2:9])[c:6]1[C:7]#[N:8].[Na+:18].[OH-:17]>>[NH2:1][c:2]1[n:3][n:4]([CH3:10])[c:5]([NH2:9])[c:6]1[C:7]#[N:8]. Starting materials: COS(=O)(=O)OC, N#Cc1c(N)n[nH]c1N, [Na+], [OH-]. The product is Cn1nc(N)c(C#N)c1N. Starting materials: C(C)(C)(C)OC(NC1=C(C=C(C=C1)Cl)N)=O ((2-amino-4-chloro-phenyl)-carbamic acid tert-butyl ester), C(C)(C)(C)OC(CC(C1=CC(=CC=C1)C=1C=NC=NC1)=O)=O (3-oxo-3-(3-pyrimidin-5-yl-phenyl)-propionic acid tert-butyl ester). Product: C(C)(C)(C)OC(NC1=C(C=C(C=C1)Cl)NC(CC(C1=CC(=CC=C1)C=1C=NC=NC1)=O)=O)=O ({4-Chloro-2-[3-oxo-3-(3-pyrimidin-5-yl-phenyl)-propionylamino]-phenyl}-carbamic acid tert-butyl ester), solid. Yield: 75.0%. RXN SMILES: [C:1]([O:5][C:6](=[O:16])[NH:7][C:8]1[CH:13]=[CH:12][C:11]([Cl:14])=[CH:10][C:9]=1[NH2:15])([CH3:4])([CH3:3])[CH3:2].C([O:21][C:22](=O)[CH2:23][C:24](=[O:37])[C:25]1[CH:30]=[CH:29][CH:28]=[C:27]([C:31]2[CH:32]=[N:33][CH:34]=[N:35][CH:36]=2)[CH:26]=1)(C)(C)C>>[C:1]([O:5][C:6](=[O:16])[NH:7][C:8]1[CH:13]=[CH:12][C:11]([Cl:14])=[CH:10][C:9]=1[NH:15][C:22](=[O:21])[CH2:23][C:24](=[O:37])[C:25]1[CH:30]=[CH:29][CH:28]=[C:27]([C:31]2[CH:36]=[N:35][CH:34]=[N:33][CH:32]=2)[CH:26]=1)([CH3:4])([CH3:2])[CH3:3]. Procedure details: The title compound was prepared from (2-amino-4-chloro-phenyl)-carbamic acid tert-butyl ester (Example J4) (243 mg, 1.0 mmol) and 3-oxo-3-(3-pyrimidin-5-yl-phenyl)-propionic acid tert-butyl ester (Example K13) (298 mg, 1.0 mmol) according to the general procedure M. Obtained as a light brown solid (350 mg, 75%).